From a dataset of the Open Reaction Database (ORD), a public repository of structured organic reaction records. describe an organic reaction: reactants, conditions, products, and yield Starting materials: CCOC(=O)Cc1c(C#N)ccc(NCC(F)(F)c2ccc(C)cn2)c1F, C1CCOC1, CO, Cl, [Li+], [OH-], O. The product is Cc1ccc(C(F)(F)CNc2ccc(C#N)c(CC(=O)O)c2F)nc1. As a reaction SMILES: [CH2:1]([CH3:2])[O:3][C:4]([CH2:5][c:6]1[c:7]([F:26])[c:8]([NH:14][CH2:15][C:16]([c:17]2[n:18][cH:19][c:20]([CH3:23])[cH:21][cH:22]2)([F:24])[F:25])[cH:9][cH:10][c:11]1[C:12]#[N:13])=[O:27].[CH2:34]1[O:35][CH2:36][CH2:37][CH2:38]1.[CH3:28][OH:29].[ClH:32].[Li+:31].[OH-:30].[OH2:33]>>[O:3]=[C:4]([CH2:5][c:6]1[c:7]([F:26])[c:8]([NH:14][CH2:15][C:16]([c:17]2[n:18][cH:19][c:20]([CH3:23])[cH:21][cH:22]2)([F:24])[F:25])[cH:9][cH:10][c:11]1[C:12]#[N:13])[OH:27]. Starting materials: ClC1=NC(=NC(=C1)C)C1=NC=CC=C1 (4-chloro-6-methyl-2-(2-pyridinyl)pyrimidine), C(C)(C)C=1C=C(N)C=CC1 (3-isopropylaniline). The product is C(C)(C)C=1C=C(NC2=NC(=NC(=C2)C)C2=NC=CC=C2)C=CC1 (4-(3-Isopropylanilino)-6-methyl-2-(2-pyridinyl)pyrimidine), oil. The yield is 95.0%. RXN SMILES: Cl[C:2]1[CH:7]=[C:6]([CH3:8])[N:5]=[C:4]([C:9]2[CH:14]=[CH:13][CH:12]=[CH:11][N:10]=2)[N:3]=1.[CH:15]([C:18]1[CH:19]=[C:20]([CH:22]=[CH:23][CH:24]=1)[NH2:21])([CH3:17])[CH3:16]>>[CH:15]([C:18]1[CH:19]=[C:20]([CH:22]=[CH:23][CH:24]=1)[NH:21][C:2]1[CH:7]=[C:6]([CH3:8])[N:5]=[C:4]([C:9]2[CH:14]=[CH:13][CH:12]=[CH:11][N:10]=2)[N:3]=1)([CH3:17])[CH3:16]. Reported procedure: The title compound was prepared from a mixture of 4-chloro-6-methyl-2-(2-pyridinyl)pyrimidine (50 mg, 0.243 mmol) and 3-isopropylaniline (33 μl, 0.243 mmol) similar to Example 13 and isolated as a gray oil (70 mg, 95%). 1H NMR (CDCl3): 8.79–8.77 (m, 1H), 8.47–8.43 (m, 1H), 7.81–7.75 (m, 1H), 7.35–7.25 (m, 3H), 7.17–7.12 (m, 2H), 7.02 (d, J=7.5 Hz, 1H), 2.93–2.84 (m, 1H), 2.45 (s, 3H), 1.24 (d, J=6.9 Hz, 6H). The reactants are [Na] (Sodium), C(#N)C1=NC=CN=C1 (2-cyanopyrazine), N1=C(C=NC=C1)C(=O)NN (pyrazine carboxylic acid hydrazide). Solvent: CO (methanol), CO (methanol). Conditions: time 1 hour. The product is N1=C(C=NC=C1)C1=NNC(=N1)C1=NC=CN=C1 (3,5-DIPYRAZINYL-1,2,4-TRIAZOLE). RXN SMILES: [Na].[C:2]([C:4]1[CH:9]=[N:8][CH:7]=[CH:6][N:5]=1)#[N:3].[N:10]1[CH:15]=[CH:14][N:13]=[CH:12][C:11]=1[C:16]([NH:18][NH2:19])=O>CO>[N:10]1[CH:15]=[CH:14][N:13]=[CH:12][C:11]=1[C:16]1[N:3]=[C:2]([C:4]2[CH:9]=[N:8][CH:7]=[CH:6][N:5]=2)[NH:19][N:18]=1 |^1:0|. Procedure details: Sodium (50 mg.) is added to 2-cyanopyrazine (1 gram, 0.01 mole) in 20 ml. of methanol. The solution is allowed to stand 1 hour at room temperature and is added to a suspension of pyrazine carboxylic acid hydrazide (1.4 grams, 0.1 mole) in 50 ml. of methanol. The reaction mixture is heated at reflux for 2 hours and then at room temperature for 16 hours. After cooling, the intermediate acylamidrazone is removed by filtration and is then heated at temperatures between 200° to 260° C. over two and o... Starting materials: CCN=C=NCCCN(C)C, CCN(C(C)C)C(C)C, O=C(O)c1ccc(-c2cc3nccc(Oc4ccc(NC(=O)c5ccnn(-c6ccc(F)cc6)c5=O)cc4F)c3s2)cc1, OC1CCNC1, CN(C)C=O, O. Yields the product O=C(Nc1ccc(Oc2ccnc3cc(-c4ccc(C(=O)N5CCC(O)C5)cc4)sc23)c(F)c1)c1ccnn(-c2ccc(F)cc2)c1=O. As a reaction SMILES: [CH3:44][CH2:45][N:46]=[C:47]=[N:48][CH2:49][CH2:50][CH2:51][N:52]([CH3:53])[CH3:54].[CH:61]([N:62]([CH2:63][CH3:64])[CH:65]([CH3:66])[CH3:67])([CH3:68])[CH3:69].[F:1][c:2]1[c:3]([O:4][c:5]2[c:6]3[c:7]([n:8][cH:9][cH:10]2)[cH:11][c:12](-[c:14]2[cH:15][cH:16][c:17]([C:18](=[O:19])[OH:20])[cH:21][cH:22]2)[s:13]3)[cH:23][cH:24][c:25]([NH:27][C:28](=[O:29])[c:30]2[cH:31][cH:32][n:33][n:34](-[c:37]3[cH:38][cH:39][c:40]([F:43])[cH:41][cH:42]3)[c:35]2=[O:36])[cH:26]1.[NH:55]1[CH2:56][CH:57]([OH:60])[CH2:58][CH2:59]1.[O:71]=[CH:72][N:73]([CH3:74])[CH3:75].[OH2:70]>>[F:1][c:2]1[c:3]([O:4][c:5]2[c:6]3[c:7]([n:8][cH:9][cH:10]2)[cH:11][c:12](-[c:14]2[cH:15][cH:16][c:17]([C:18](=[O:20])[N:55]4[CH2:56][CH:57]([OH:60])[CH2:58][CH2:59]4)[cH:21][cH:22]2)[s:13]3)[cH:23][cH:24][c:25]([NH:27][C:28](=[O:29])[c:30]2[cH:31][cH:32][n:33][n:34](-[c:37]3[cH:38][cH:39][c:40]([F:43])[cH:41][cH:42]3)[c:35]2=[O:36])[cH:26]1. Reactants: COC(C(C1=CC2=CC=C(C=C2C=C1)OC)(C)C)=O (α,α-dimethyl-6-methoxy-2-naphthaleneacetic acid methyl ester), O (water). Solvent: Br (HBr), C(C)(=O)O (acetic acid). The product is CC(C(=O)O)(C1=CC2=CC=C(C=C2C=C1)O)C (α,α-dimethyl-6-hydroxy-2-naphthaleneacetic acid). The yield is 92.6%. Reaction SMILES: C[O:2][C:3](=[O:19])[C:4]([CH3:18])([CH3:17])[C:5]1[CH:14]=[CH:13][C:12]2[C:7](=[CH:8][CH:9]=[C:10]([O:15]C)[CH:11]=2)[CH:6]=1.O>Br.C(O)(=O)C>[CH3:17][C:4]([CH3:18])([C:5]1[CH:14]=[CH:13][C:12]2[C:7](=[CH:8][CH:9]=[C:10]([OH:15])[CH:11]=2)[CH:6]=1)[C:3]([OH:19])=[O:2]. Reported procedure: To a solution of α-methyl-6-methoxy-2-naphthaleneacetic acid methyl ester (12.2 g, 50 mmol) in tetrahydrofuran (100 ml) at -70 ° c. is added a solution of lithium diisopropylamide in cyclohexane (50 ml, 1.5 equiv). After 20 min, methyl iodide (4.0 ml, 1.3 equiv) is added followed by hexamethylphosphoramide (20 ml). After allowing the reaction mixture to warm to room temperature and stir 16 hours, the reaction is quenched by addition of acetic acid (4.3 ml, 75 mmol). The solvent is then removed a... Reactants: BrC1=CC=C(C=C1)C1CCN(CCO1)[C@H](C)C1=CC=CC=C1 (7-(4-bromo-phenyl)-4-((R)-1-phenyl-ethyl)-[1,4]oxazepane), tris(dibenzylideneacetane)dipalladium, O (water), CN(C=O)C (dimethylformamide). Reagents/catalysts: [C-]#N.[Zn+2].[C-]#N (zinc(II) cyanide), C1(=CC=CC=C1)P(C1=CC=CC=C1)[C-]1C=CC=C1.[CH-]1C=CC=C1.[Fe+2] (diphenylphosphinoferrocene). Conditions: temperature 120 celsius, time 8 hour. Yields the product C1(=CC=CC=C1)[C@@H](C)N1CCOC(CC1)C1=CC=C(C#N)C=C1 (4-[4-((R)-1-phenyl-ethyl)-[1,4]oxazepan-7-yl]-benzonitrile). Reaction SMILES: Br[C:2]1[CH:7]=[CH:6][C:5]([CH:8]2[O:14][CH2:13][CH2:12][N:11]([C@@H:15]([C:17]3[CH:22]=[CH:21][CH:20]=[CH:19][CH:18]=3)[CH3:16])[CH2:10][CH2:9]2)=[CH:4][CH:3]=1.O.[CH3:24][N:25](C)C=O>[C-]#N.[Zn+2].[C-]#N.C1(P([C-]2C=CC=C2)C2C=CC=CC=2)C=CC=CC=1.[CH-]1C=CC=C1.[Fe+2]>[C:17]1([C@H:15]([N:11]2[CH2:10][CH2:9][CH:8]([C:5]3[CH:6]=[CH:7][C:2]([C:24]#[N:25])=[CH:3][CH:4]=3)[O:14][CH2:13][CH2:12]2)[CH3:16])[CH:22]=[CH:21][CH:20]=[CH:19][CH:18]=1 |f:3.4.5,6.7.8|. Procedure details: A mixture of diastereopure 7-(4-bromo-phenyl)-4-((R)-1-phenyl-ethyl)-[1,4]oxazepane (diastereomer type A) (2.0 g, 5.6 mmol), zinc(II) cyanide (0.40 g, 3.4 mmol), tris(dibenzylideneacetane)dipalladium (0.46 g, 0.50 mmol), diphenylphosphinoferrocene (0.67 g, 1.2 mmol) and water (0.02 mL, 1.0 mmol) in dimethylformamide (10 mL) was prepared at room temperature under nitrogen atmosphere. The mixture was heated to 120° C. and stirred for 8 hours. After cooling to room temperature, the reaction was que... The reactants are [H-].[Na+] (NaH), ClCC(=O)N(C)CC(C(OC1=C(C=CC=C1)[N+](=O)[O-])C1=CC=CC=C1)O (N-chloroacetyl-N-methyl-2-hydroxy-3-phenyl-3-(2-nitro-phenoxy)-propylamine), O (water). Run in CN(C)C=O (DMF). Run at temperature 50 celsius, time 16 hour. The product is [N+](=O)([O-])C1=C(OC(C2=CC=CC=C2)C2CN(C(CO2)=O)C)C=CC=C1 (2-[α-(2-nitro-phenoxy)-benzyl]-4-methyl-morpholin-5-one). Yield: 80.6%. As a reaction SMILES: Cl[CH2:2][C:3]([N:5]([CH2:7][CH:8]([OH:26])[CH:9]([C:20]1[CH:25]=[CH:24][CH:23]=[CH:22][CH:21]=1)[O:10][C:11]1[CH:16]=[CH:15][CH:14]=[CH:13][C:12]=1[N+:17]([O-:19])=[O:18])[CH3:6])=[O:4].[H-].[Na+].O>CN(C=O)C>[N+:17]([C:12]1[CH:13]=[CH:14][CH:15]=[CH:16][C:11]=1[O:10][CH:9]([CH:8]1[O:26][CH2:2][C:3](=[O:4])[N:5]([CH3:6])[CH2:7]1)[C:20]1[CH:25]=[CH:24][CH:23]=[CH:22][CH:21]=1)([O-:19])=[O:18] |f:1.2|. Reported procedure: To 24.7 g of N-chloroacetyl-N-methyl-2-hydroxy-3-phenyl-3-(2-nitro-phenoxy)-propylamine dissolved in 300 ml of anhydrous DMF there was added 3.5 g of 50% NaH in mineral oil. The reaction mixture was heated at 50° C. for 3 hours under stirring and then allowed to stand for 16 hours, then poured into 2 liters of water: a brown solid was separated and was filtered and purified by mixing with boiling 95% ETOH. There was obtained 18 g (Yield 80%) of 2-[α-(2-nitro-phenoxy)-benzyl]-4-methyl-morpholin-5...